This data is from the Open Reaction Database (ORD), a public repository of structured organic reaction records. The task is: describe an organic reaction: reactants, conditions, products, and yield Reaction SMILES: [C:1](#[N:2])[c:3]1[cH:4][c:5]2[c:10]([cH:11][cH:12]1)[O:9][C:8]([CH3:13])([CH3:14])[CH:7]1[CH:6]2[O:15]1.[CH3:24][CH2:25][OH:26].[Cl:16][c:17]1[cH:18][cH:19][c:20]([NH2:21])[cH:22][cH:23]1>>[C:1](#[N:2])[c:3]1[cH:4][c:5]2[c:10]([cH:11][cH:12]1)[O:9][C:8]([CH3:13])([CH3:14])[CH:7]([OH:15])[CH:6]2[NH:21][c:20]1[cH:19][cH:18][c:17]([Cl:16])[cH:23][cH:22]1. Starting materials: CC1(C)Oc2ccc(C#N)cc2C2OC21, CCO, Nc1ccc(Cl)cc1. Yields the product CC1(C)Oc2ccc(C#N)cc2C(Nc2ccc(Cl)cc2)C1O. Product: CC1=NNC2=C(C=C(C=C12)C(F)(F)F)C(C)OCC1(CCNCC1)C1=CC=CC=C1 ((±)-3-Methyl-7-(1-((4-phenylpiperidin-4-yl)methoxy)ethyl)-5-(trifluoromethyl)-1H-indazole). RXN SMILES: [CH3:1][C:2]1[C:10]2[C:5](=[C:6]([CH:15]([O:17][CH2:18][C:19]3([C:32]4[CH:37]=[CH:36][CH:35]=[CH:34][CH:33]=4)[CH2:24][CH2:23][N:22](C(OC(C)(C)C)=O)[CH2:21][CH2:20]3)[CH3:16])[CH:7]=[C:8]([C:11]([F:14])([F:13])[F:12])[CH:9]=2)[NH:4][N:3]=1.FC(F)(F)C(O)=O.C(Cl)Cl>>[CH3:1][C:2]1[C:10]2[C:5](=[C:6]([CH:15]([O:17][CH2:18][C:19]3([C:32]4[CH:37]=[CH:36][CH:35]=[CH:34][CH:33]=4)[CH2:20][CH2:21][NH:22][CH2:23][CH2:24]3)[CH3:16])[CH:7]=[C:8]([C:11]([F:13])([F:14])[F:12])[CH:9]=2)[NH:4][N:3]=1 |f:1.2|. Reported procedure: (±)-tert-Butyl 4-((1-(3-methyl-5-(trifluoromethyl)-1H-indazol-7-yl)ethoxy)methyl)-4-phenylpiperidine-1-carboxylate (62 mg, 0.12 mmol) was treated with a trifluoroacetic acid/methylene chloride mixture (1:1, 2 mL) for 1 h. The solvent was removed in vacuo and the resulting crude mixture passed through a strong cation exchange column. After washing the column with several volumes of methanol, the product was eluted by washing the column with 2 M ammonia in methanol. The solvent was evaporated to a... The reactants are CC1=NNC2=C(C=C(C=C12)C(F)(F)F)C(C)OCC1(CCN(CC1)C(=O)OC(C)(C)C)C1=CC=CC=C1 ((±)-tert-Butyl 4-((1-(3-methyl-5-(trifluoromethyl)-1H-indazol-7-yl)ethoxy)methyl)-4-phenylpiperidine-1-carboxylate), FC(C(=O)O)(F)F.C(Cl)Cl (trifluoroacetic acid methylene chloride). The reactants are CC(C)CCCNC(=O)c1ccc(N2CCNCC2)nn1, O=C(Cl)c1ccccc1C(F)(F)F. Product: CC(C)CCCNC(=O)c1ccc(N2CCN(C(=O)c3ccccc3C(F)(F)F)CC2)nn1. As a reaction SMILES: [CH3:14][CH:15]([CH2:16][CH2:17][CH2:18][NH:19][C:20](=[O:21])[c:22]1[n:23][n:24][c:25]([N:28]2[CH2:29][CH2:30][NH:31][CH2:32][CH2:33]2)[cH:26][cH:27]1)[CH3:34].[F:1][C:2]([c:3]1[c:4]([C:5](=[O:6])[Cl:7])[cH:8][cH:9][cH:10][cH:11]1)([F:12])[F:13]>>[F:1][C:2]([c:3]1[c:4]([C:5](=[O:6])[N:31]2[CH2:30][CH2:29][N:28]([c:25]3[n:24][n:23][c:22]([C:20]([NH:19][CH2:18][CH2:17][CH2:16][CH:15]([CH3:14])[CH3:34])=[O:21])[cH:27][cH:26]3)[CH2:33][CH2:32]2)[cH:8][cH:9][cH:10][cH:11]1)([F:12])[F:13]. Starting materials: C(C)(C)(C)OC(C[C@@H](C=1C=CC(=NC1)OC)NCCN(CCCC1=NC=2NCCCC2C=C1)C(=O)OC(C)(C)C)=O (3(S)-(2-{tert-Butoxycarbonyl-[3-(5,6,7,8-tetrahydro-[1,8]naphthyridin-2-yl)-propyl]amino}-ethylamino)-3-(2-methoxypyridin-5-yl)-propionic Acid Tert-butyl Ester). The solvent is FC(C(=O)O)(F)F (trifluoroacetic acid). Product: COC1=CC=C(C=N1)[C@H](CC(=O)O)NCCNCCCC1=NC=2NCCCC2C=C1 (3(S)-(6-Methoxypyridin-3-yl)-3-{2-[3-(5,6,7,8-tetrahydro-[1,8]naphthyridin-2-yl)-propylamino]-ethylamino}-propionic Acid). Reaction SMILES: C([O:5][C:6](=[O:41])[CH2:7][C@H:8]([NH:17][CH2:18][CH2:19][N:20](C(OC(C)(C)C)=O)[CH2:21][CH2:22][CH2:23][C:24]1[CH:33]=[CH:32][C:31]2[CH2:30][CH2:29][CH2:28][NH:27][C:26]=2[N:25]=1)[C:9]1[CH:10]=[CH:11][C:12]([O:15][CH3:16])=[N:13][CH:14]=1)(C)(C)C>FC(F)(F)C(O)=O>[CH3:16][O:15][C:12]1[N:13]=[CH:14][C:9]([C@@H:8]([NH:17][CH2:18][CH2:19][NH:20][CH2:21][CH2:22][CH2:23][C:24]2[CH:33]=[CH:32][C:31]3[CH2:30][CH2:29][CH2:28][NH:27][C:26]=3[N:25]=2)[CH2:7][C:6]([OH:41])=[O:5])=[CH:10][CH:11]=1. Procedure details: A solution of 3-1 (0.8 g, 1.34 mmol) in 3mL trifluoroacetic acid was stirred at 60° C. for 20 minutes and concentrated under vacuum. The residue was purified by flash chromatography (silica gel, 5% MeOH/93% CH2Cl2/2% NH3.H2O to 15% MeOH/83% CH2Cl2/2% NH3.H2O) to afford the desired product 3-2 as an oil. Starting materials: ClC1=NC(=CC(=N1)OC)OC (2-chloro-4,6-dimethoxypyrimidine), OC1=C(C(=O)OC)C=CC=C1C (methyl 2-hydroxy-3-methylbenzoate), CS(=O)[O-].[Na+] (sodium methanesulfinate), C([O-])([O-])=O.[K+].[K+] (potassium carbonate). The solvent is CN(C=O)C (N,N-dimethylformamide). Reaction conditions: time 8 hour. The product is COC1=NC(=NC(=C1)OC)OC1=C(C(=O)OC)C=CC=C1C (methyl 2-(4,6-dimethoxy-2-pyrimidinyloxy)-3-methylbenzoate). As a reaction SMILES: Cl[C:2]1[N:7]=[C:6]([O:8][CH3:9])[CH:5]=[C:4]([O:10][CH3:11])[N:3]=1.[OH:12][C:13]1[C:22]([CH3:23])=[CH:21][CH:20]=[CH:19][C:14]=1[C:15]([O:17][CH3:18])=[O:16].CS([O-])=O.[Na+].C(=O)([O-])[O-].[K+].[K+]>CN(C)C=O>[CH3:11][O:10][C:4]1[CH:5]=[C:6]([O:8][CH3:9])[N:7]=[C:2]([O:12][C:13]2[C:22]([CH3:23])=[CH:21][CH:20]=[CH:19][C:14]=2[C:15]([O:17][CH3:18])=[O:16])[N:3]=1 |f:2.3,4.5.6|. Procedure details: 4.38 g (25 mmol) of 2-chloro-4,6-dimethoxypyrimidine, 4.17 g (25.0 mmol) of methyl 2-hydroxy-3-methylbenzoate and 0.66 g (6.3 mmol) of sodium methanesulfinate were heated in the presence of 5.17 g (37.5 mmol) of potassium carbonate in 25 ml of N,N-dimethylformamide to 120° C. with stirring. After 8 hours, the solvent was removed in a rotary evaporator at 60° C./20 mbar. The residue was taken up in 30 ml of water and 30 ml of dichloromethane. After the organic phase had been separated off, the aq... Starting materials: ClC1=C(C=C(C(=C1)Cl)OC(C)C(=O)O)N1N=C2N(CCCC2)C1=O (2-[2,4-dichloro-5-(1-carboxy-ethoxy)phenyl]-5,6,7,8-tetrahydro-1,2,4-triazolo[4,3-A]pyridin-3(2H)-one), S(=O)(Cl)Cl (thionyl chloride). Run in C(Cl)(Cl)Cl (chloroform). Conditions: time 12 hour. Yields the product ClC1=C(C=C(C(=C1)Cl)OC(C)C(=O)Cl)N1N=C2N(CCCC2)C1=O (2-[2,4-dichloro-5-(1-chlorocarbonylethoxy)-phenyl]-5,6,7,8-tetrahydro-1,2,4triazolo[4,3-A]pyridin-3(2H)-one). RXN SMILES: [Cl:1][C:2]1[CH:7]=[C:6]([Cl:8])[C:5]([O:9][CH:10]([C:12]([OH:14])=O)[CH3:11])=[CH:4][C:3]=1[N:15]1[C:23](=[O:24])[N:18]2[CH2:19][CH2:20][CH2:21][CH2:22][C:17]2=[N:16]1.S(Cl)([Cl:27])=O>C(Cl)(Cl)Cl>[Cl:1][C:2]1[CH:7]=[C:6]([Cl:8])[C:5]([O:9][CH:10]([C:12]([Cl:27])=[O:14])[CH3:11])=[CH:4][C:3]=1[N:15]1[C:23](=[O:24])[N:18]2[CH2:19][CH2:20][CH2:21][CH2:22][C:17]2=[N:16]1. Procedure details: 3.7 Parts of 2-[2,4-dichloro-5-(1-carboxy-ethoxy)phenyl]-5,6,7,8-tetrahydro-1,2,4-triazolo[4,3-A]pyridin-3(2H)-one, 15 parts of chloroform and 1.2 parts of thionyl chloride were combined and refluxed for 3 hours. The reaction was stirred for an additional 12 hours at room temperature. Solvent and excess thionyl chloride were removed from the product by evaporation on a rotary evaporator at reduced pressure. 4.0 Parts of crude product were obtained and used in the next step without further purifi... As a reaction SMILES: [Cl:1][C:2]1[C:10]2[C:5](=[CH:6][CH:7]=[CH:8][CH:9]=2)[N:4]([NH2:11])[CH:3]=1.Cl.Cl[C:14]1[CH:19]=[CH:18][N:17]=[CH:16][CH:15]=1.[C:20]([OH:29])(=[O:28])[C:21]1[C:22](=[CH:24][CH:25]=[CH:26][CH:27]=1)[OH:23]>CN1CCCC1=O.C(OCC)(=O)C>[C:20]([OH:29])(=[O:28])[C:21]1[C:22](=[CH:24][CH:25]=[CH:26][CH:27]=1)[OH:23].[Cl:1][C:2]1[C:10]2[C:5](=[CH:6][CH:7]=[CH:8][CH:9]=2)[N:4]([NH:11][C:14]2[CH:19]=[CH:18][N:17]=[CH:16][CH:15]=2)[CH:3]=1 |f:1.2,6.7|. Run at temperature 60 celsius, time 8 hour. Procedure: A suspension of crude 3-chloro-1H-indol-1-amine (65.5 g) and 4-chloropyridine hydrochloride (45 g) in 1-methyl-2-pyrrolidinone (250 ml) was stirred at 60° C. for eight hours. The cooled reaction mixture was quenched into 5% aqueous sodium hydroxide, extracted into toluene, dried and concentrated to give an oil. A portion of this oil was dissolved in ethyl acetate. Salicylic acid (1.2 eq) was added to precipitate the salt. The solid was collected at room temperature and dried. This solid was recr... Starting materials: ClC1=CN(C2=CC=CC=C12)N (3-chloro-1H-indol-1-amine), Cl.ClC1=CC=NC=C1 (4-chloropyridine hydrochloride), C(C=1C(O)=CC=CC1)(=O)O (Salicylic acid). The solvent is C(C)(=O)OCC (ethyl acetate), CN1C(CCC1)=O (1-methyl-2-pyrrolidinone). Product: C(C=1C(O)=CC=CC1)(=O)O.ClC1=CN(C2=CC=CC=C12)NC1=CC=NC=C1 (3-Chloro-N-(4-pyridinyl)-1H-indol-1-amine salicylate).